Task: describe an organic reaction: reactants, conditions, products, and yield. Dataset: the Open Reaction Database (ORD), a public repository of structured organic reaction records The reactants are O (water), OC1=CC=C(C(=O)OC)C=C1 (Methyl 4-hydroxybenzoate), C(\C=C(/C)\CCC=C(C)C)Br (geranyl bromide), C([O-])([O-])=O.[K+].[K+] (potassium carbonate). Run in CC(=O)C (acetone). Run at time 6 hour. Product: C(\C=C(/C)\CCC=C(C)C)OC1=CC=C(C(=O)O)C=C1 (4-geranyloxybenzoic acid). Isolated yield 71.5%. As a reaction SMILES: [OH:1][C:2]1[CH:11]=[CH:10][C:5]([C:6]([O:8]C)=[O:7])=[CH:4][CH:3]=1.[CH2:12](Br)/[CH:13]=[C:14](/[CH2:16][CH2:17][CH:18]=[C:19]([CH3:21])[CH3:20])\[CH3:15].C(=O)([O-])[O-].[K+].[K+].O>CC(C)=O>[CH2:12]([O:1][C:2]1[CH:11]=[CH:10][C:5]([C:6]([OH:8])=[O:7])=[CH:4][CH:3]=1)/[CH:13]=[C:14](/[CH2:16][CH2:17][CH:18]=[C:19]([CH3:21])[CH3:20])\[CH3:15] |f:2.3.4|. Procedure: Methyl 4-hydroxybenzoate (7.6 g), geranyl bromide (10.9 g), and potassium carbonate (13.8 g) were refluxed in acetone (80 ml) with stirring for 6 hours. The reaction mixture, with water added thereto, was extracted with chloroform. The extract was dried over sodium sulfate anhydride, and then concentrated under a vacuum. The residue was dissolved in methanol (50 ml) and the resulting mixture, with potassium hydroxide (3.9 g) and water (10 ml) added thereto, was stirred overnight at room temperat...